This data is from the Open Reaction Database (ORD), a public repository of structured organic reaction records. The task is: describe an organic reaction: reactants, conditions, products, and yield Starting materials: ClC=1C=CC(=C(C1)/C=C/C(=O)N1C(C2=CC=C(C=C2CC1)C)C(=O)NC1=CC=C(C(=O)OC)C=C1)N1N=NN=C1 ((E)-Methyl 4-(2-(3-(5-chloro-2-(1H-tetrazol-1-yl)phenyl)acryloyl)-6-methyl-1,2,3,4-tetrahydroisoquinoline-1-carboxamido)benzoate), 20B, [N+](#[C-])C1=CC=C(C(=O)OC)C=C1 (methyl 4-isocyanobenzoate), Intermediate 2. Solvent: CO (MeOH). Yields the product ClC=1C=CC(=C(C1)/C=C/C(=O)N1C(C2=CC=C(C=C2CC1)C)C(=O)NC1=CC=C(C(=O)O)C=C1)N1N=NN=C1 ((E)-4-(2-(3-(5-Chloro-2-(1H-tetrazol-1-yl)phenyl)acryloyl)-6-methyl-1,2,3,4-tetrahydroisoquinoline-1-carboxamido)benzoic acid). RXN SMILES: [Cl:1][C:2]1[CH:3]=[CH:4][C:5]([N:36]2[CH:40]=[N:39][N:38]=[N:37]2)=[C:6](/[CH:8]=[CH:9]/[C:10]([N:12]2[CH2:21][CH2:20][C:19]3[C:14](=[CH:15][CH:16]=[C:17]([CH3:22])[CH:18]=3)[CH:13]2[C:23]([NH:25][C:26]2[CH:35]=[CH:34][C:29]([C:30]([O:32]C)=[O:31])=[CH:28][CH:27]=2)=[O:24])=[O:11])[CH:7]=1.[N+](C1C=CC(C(OC)=O)=CC=1)#[C-]>CO>[Cl:1][C:2]1[CH:3]=[CH:4][C:5]([N:36]2[CH:40]=[N:39][N:38]=[N:37]2)=[C:6](/[CH:8]=[CH:9]/[C:10]([N:12]2[CH2:21][CH2:20][C:19]3[C:14](=[CH:15][CH:16]=[C:17]([CH3:22])[CH:18]=3)[CH:13]2[C:23]([NH:25][C:26]2[CH:35]=[CH:34][C:29]([C:30]([OH:32])=[O:31])=[CH:28][CH:27]=2)=[O:24])=[O:11])[CH:7]=1. Procedure details: (E)-Methyl 4-(2-(3-(5-chloro-2-(1H-tetrazol-1-yl)phenyl)acryloyl)-6-methyl-1,2,3,4-tetrahydroisoquinoline-1-carboxamido)benzoate: To 20B (0.15 g, 1.033 mmol), methyl 4-isocyanobenzoate (0.166 g, 1.033 mmol), and Intermediate 2 (0.259 g, 1.033 mmol) was added MeOH (20 mL). The reaction was heated to reflux for 24 h. After cooling to rt the product was filtered off as (0.318 g, 55.3%) a yellow solid. MS (ESI) m/z: 557.0 (M+H)+. The reactants are C(C)OC(CC(=O)N(CCC(=O)OC)N1CCCCC1)=O (methyl N-(3-ethoxy-3-oxopropanoyl)-N-(1-piperidinyl)-β-alaninate), C(=O)([O-])[O-].[Cs+].[Cs+] (Cs2CO3). Solvent: C1CCOC1 (THF), CN(C)C=O (DMF). Reaction conditions: temperature 77 celsius. Yields the product O=C1N(CCC(C1C(=O)OCC)=O)N1CCCCC1 (ethyl 2,4-dioxo-1,1′-bipiperidine-3-carboxylate). RXN SMILES: [CH2:1]([O:3][C:4](=[O:21])[CH2:5][C:6]([N:8]([N:15]1[CH2:20][CH2:19][CH2:18][CH2:17][CH2:16]1)[CH2:9][CH2:10][C:11]([O:13]C)=O)=[O:7])[CH3:2].C([O-])([O-])=O.[Cs+].[Cs+]>C1COCC1.CN(C=O)C>[O:7]=[C:6]1[CH:5]([C:4]([O:3][CH2:1][CH3:2])=[O:21])[C:11](=[O:13])[CH2:10][CH2:9][N:8]1[N:15]1[CH2:20][CH2:19][CH2:18][CH2:17][CH2:16]1 |f:1.2.3|. Reported procedure: To a solution of methyl N-(3-ethoxy-3-oxopropanoyl)-N-(1-piperidinyl)-β-alaninate (43 g, 143 mmol) in a mixture of THF (2.26 L) and DMF (1.00 L) was added Cs2CO3 (140 g, 430 mmol). The resulting mixture was heated at reflux (77° C.) for 48 h. The cooled reaction was filtered, and the filtrate was evaporated. The filtrate residue and filtered solid were combined and purified by flash chromatography using 7:3 CH2Cl2/MeOH as eluant, to give 11.36 g of partially pure title material. LC-MS m/z 269.19... Reactants: C([O-])(O)=O.[Na+] (sodium bicarbonate), C(C1=CC=CC=C1)OC1=C(N=C2N(C1=O)C=CN2CC(N2CCNCC2)=O)C=2SC(=CN2)CC2=CC=C(C=C2)F (6-(Benzyloxy)-7-(5-(4-fluorobenzyl)thiazol-2-yl)-1-(2-oxo-2-(piperazin-1-yl)ethyl)imidazo[1,2-a]pyrimidin-5(1H)-one), CCN(C(C)C)C(C)C (DIPEA), C(C(C)(C)C)(=O)Cl (pivaloyl chloride). Run in C(Cl)Cl (CH2Cl2). Reaction conditions: temperature 0 celsius. Product: C(C1=CC=CC=C1)OC1=C(N=C2N(C1=O)C=CN2CC(N2CCN(CC2)C(C(C)(C)C)=O)=O)C=2SC(=CN2)CC2=CC=C(C=C2)F (6-(benzyloxy)-7-(5-(4-fluorobenzyl)thiazol-2-yl)-1-(2-oxo-2-(4-pivaloylpiperazin-1-yl)ethyl)imidazo[1,2-a]pyrimidin-5(1H)-one). Isolated yield 89.5%. RXN SMILES: [CH2:1]([O:8][C:9]1[C:14](=[O:15])[N:13]2[CH:16]=[CH:17][N:18]([CH2:19][C:20](=[O:27])[N:21]3[CH2:26][CH2:25][NH:24][CH2:23][CH2:22]3)[C:12]2=[N:11][C:10]=1[C:28]1[S:29][C:30]([CH2:33][C:34]2[CH:39]=[CH:38][C:37]([F:40])=[CH:36][CH:35]=2)=[CH:31][N:32]=1)[C:2]1[CH:7]=[CH:6][CH:5]=[CH:4][CH:3]=1.CCN(C(C)C)C(C)C.[C:50](Cl)(=[O:55])[C:51]([CH3:54])([CH3:53])[CH3:52].C(=O)(O)[O-].[Na+]>C(Cl)Cl>[CH2:1]([O:8][C:9]1[C:14](=[O:15])[N:13]2[CH:16]=[CH:17][N:18]([CH2:19][C:20](=[O:27])[N:21]3[CH2:26][CH2:25][N:24]([C:50](=[O:55])[C:51]([CH3:54])([CH3:53])[CH3:52])[CH2:23][CH2:22]3)[C:12]2=[N:11][C:10]=1[C:28]1[S:29][C:30]([CH2:33][C:34]2[CH:35]=[CH:36][C:37]([F:40])=[CH:38][CH:39]=2)=[CH:31][N:32]=1)[C:2]1[CH:7]=[CH:6][CH:5]=[CH:4][CH:3]=1 |f:3.4|. Reported procedure: A mixture of the product of example 112 (200 mg, 0.36 mmol) and DIPEA (50.94 mg, 0.39 mmol) in CH2Cl2 (10 ml) was stirred at 0° C. Then pivaloyl chloride (47.48 mg, 0.39 mmol) was added dropwise. The mixture was stirred at room temperature for 2 hours, after which saturated sodium bicarbonate was added and then extracted with ethyl acetate. The extracts were combined, washed with brine, and then dried over sodium sulfate. The product was purified by column chromatography (CH2Cl2/MeOH=10/1) to gi... Conditions: time 2 hour. Run in C(O)([O-])=O.[Na+] (sodium hydrogen carbonate), ClCCl (dichloromethane). The reactants are C(C)(=O)OCC (ethyl acetate), C1C(OCC(O1)(CO)O)(CO)O (dihydroxyacetone dimer), C(CCCCCCC\C=C/CCCCCCCC)(=O)O (oleic acid), Cl.C(C)N=C=NCCCN(C)C (1-ethyl-3-(3-dimethylaminopropyl)carbodiimide hydrochloride salt). The product is C(CCCCCCC\C=C/CCCCCCCC)(=O)OCC(O)COC(CCCCCCC\C=C/CCCCCCCC)=O (1,3-dioleoylglycerol). Reagents/catalysts: CN(C1=CC=NC=C1)C (4-dimethylaminopyridine). Reaction SMILES: C1O[C:5]([OH:9])([CH2:7][OH:8])[CH2:4][O:3][C:2]1([OH:12])[CH2:10]O.[C:13]([OH:32])(=O)[CH2:14][CH2:15][CH2:16][CH2:17][CH2:18][CH2:19][CH2:20]/[CH:21]=[CH:22]\[CH2:23][CH2:24][CH2:25][CH2:26][CH2:27][CH2:28][CH2:29][CH3:30].Cl.C(N=C=N[CH2:39][CH2:40][CH2:41]N(C)C)C.C(O[CH2:49][CH3:50])(=O)C>CN(C)C1C=CN=CC=1.ClCCl.C(=O)([O-])O.[Na+]>[C:13]([O:8][CH2:7][CH:5]([CH2:4][O:3][C:2](=[O:12])[CH2:10][CH2:23][CH2:22][CH2:21][CH2:20][CH2:19][CH2:18]/[CH:17]=[CH:16]\[CH2:15][CH2:14][CH2:13][CH2:49][CH2:50][CH2:41][CH2:40][CH3:39])[OH:9])(=[O:32])[CH2:14][CH2:15][CH2:16][CH2:17][CH2:18][CH2:19][CH2:20]/[CH:21]=[CH:22]\[CH2:23][CH2:24][CH2:25][CH2:26][CH2:27][CH2:28][CH2:29][CH3:30] |f:2.3,7.8|. Procedure details: 3.8 g of dihydroxyacetone dimer, 25 g of oleic acid, g of 1-ethyl-3-(3-dimethylaminopropyl)carbodiimide hydrochloride salt, and 12.9 g of 4-dimethylaminopyridine were dissolved in 150 mL of dichloromethane, for reaction under agitation at ambient temperature for 4 hours. The organic layer was washed by adding aqueous 0.5 M potassium dihydrogen phosphate solution to the reaction solution. After the organic layer was dried and concentrated under reduced pressure, 1 L of methanol was added to the r... Product: BrC=1C(=CC2=C(NC(C3=C(N2C(CN2CCN(CC2)CCO)=O)N=CC=C3)=S)C1)Br (8,9-dibromo-6,11-dihydro-11-[[4-(2-hydroxyethyl)piperazino]acetyl]-5H-pyrido[2,3-b][1,5]benzodiazepin-5-thione). The solvent is N1=CC=CC=C1 (pyridine). Starting materials: BrC=1C(=CC2=C(NC(C3=C(N2C(CN2CCN(CC2)CCO)=O)N=CC=C3)=O)C1)Br (8,9-dibromo-6,11-dihydro-11-[[4-(2-hydroxyethyl)piperazino]acetyl]-5H-pyrido[2,3-b][1,5]benzodiazepin-5-one), P12(=S)SP3(=S)SP(=S)(S1)SP(=S)(S2)S3 (phosphorus pentasulfide). Procedure details: In the manner given in Example 1, 8,9-dibromo-6,11-dihydro-11-[[4-(2-hydroxyethyl)piperazino]acetyl]-5H-pyrido[2,3-b][1,5]benzodiazepin-5-one is reacted with phosphorus pentasulfide in pyridine to give 8,9-dibromo-6,11-dihydro-11-[[4-(2-hydroxyethyl)piperazino]acetyl]-5H-pyrido[2,3-b][1,5]benzodiazepin-5-thione. As a reaction SMILES: [Br:1][C:2]1[C:3]([Br:30])=[CH:4][C:5]2[N:11]([C:12](=[O:23])[CH2:13][N:14]3[CH2:19][CH2:18][N:17]([CH2:20][CH2:21][OH:22])[CH2:16][CH2:15]3)[C:10]3[N:24]=[CH:25][CH:26]=[CH:27][C:9]=3[C:8](=O)[NH:7][C:6]=2[CH:29]=1.P12(SP3(SP(SP(S3)(S1)=S)(=S)S2)=S)=[S:32]>N1C=CC=CC=1>[Br:1][C:2]1[C:3]([Br:30])=[CH:4][C:5]2[N:11]([C:12](=[O:23])[CH2:13][N:14]3[CH2:19][CH2:18][N:17]([CH2:20][CH2:21][OH:22])[CH2:16][CH2:15]3)[C:10]3[N:24]=[CH:25][CH:26]=[CH:27][C:9]=3[C:8](=[S:32])[NH:7][C:6]=2[CH:29]=1. Reactants: CCOC(=O)N1CCN(CCC(C)(C)c2ccccc2)CC1, [Cl-], Cl, [Na+]. The product is CC(C)(CCN1CCNCC1)c1ccccc1. Reaction SMILES: [CH3:1][C:2]([CH2:3][CH2:4][N:5]1[CH2:6][CH2:7][N:8]([C:11]([O:12][CH2:13][CH3:14])=[O:15])[CH2:9][CH2:10]1)([CH3:16])[c:17]1[cH:18][cH:19][cH:20][cH:21][cH:22]1.[Cl-:24].[ClH:25].[Na+:23]>>[CH3:1][C:2]([CH2:3][CH2:4][N:5]1[CH2:6][CH2:7][NH:8][CH2:9][CH2:10]1)([CH3:16])[c:17]1[cH:18][cH:19][cH:20][cH:21][cH:22]1. Starting materials: CN(C)C(=O)Sc1ccc(CCCCNC(=O)OC(C)(C)C)cc1, CO, [K+], [OH-], O. The product is CC(C)(C)OC(=O)NCCCCc1ccc(S)cc1. RXN SMILES: [C:1]([CH3:2])([CH3:3])([CH3:4])[O:5][C:6](=[O:7])[NH:8][CH2:9][CH2:10][CH2:11][CH2:12][c:13]1[cH:14][cH:15][c:16]([S:19][C:20](=[O:21])[N:22]([CH3:23])[CH3:24])[cH:17][cH:18]1.[CH3:27][OH:28].[K+:26].[OH-:25].[OH2:29]>>[C:1]([CH3:2])([CH3:3])([CH3:4])[O:5][C:6](=[O:7])[NH:8][CH2:9][CH2:10][CH2:11][CH2:12][c:13]1[cH:14][cH:15][c:16]([SH:19])[cH:17][cH:18]1.